From a dataset of the Open Reaction Database (ORD), a public repository of structured organic reaction records. describe an organic reaction: reactants, conditions, products, and yield The product is O=C(O)c1cn(C2CC2)c2c(F)c(F)c(F)cc2c1=O. RXN SMILES: [CH3:29][C:30](=[O:31])[OH:32].[CH:1]1([n:4]2[cH:5][c:6]([C:18](=[O:19])[O:20][CH2:21][CH3:22])[c:7](=[O:17])[c:8]3[cH:9][c:10]([F:16])[c:11]([F:15])[c:12]([F:14])[c:13]23)[CH2:2][CH2:3]1.[OH2:23].[S:24](=[O:25])(=[O:26])([OH:27])[OH:28]>>[CH:1]1([n:4]2[cH:5][c:6]([C:18](=[O:19])[OH:20])[c:7](=[O:17])[c:8]3[cH:9][c:10]([F:16])[c:11]([F:15])[c:12]([F:14])[c:13]23)[CH2:2][CH2:3]1. The reactants are CC(=O)O, CCOC(=O)c1cn(C2CC2)c2c(F)c(F)c(F)cc2c1=O, O, O=S(=O)(O)O.